From a dataset of the Open Reaction Database (ORD), a public repository of structured organic reaction records. describe an organic reaction: reactants, conditions, products, and yield Reactants: 4A, P(O)(O)(O)=O (orthophosphoric acid), C(CCC)N(CCCC)CCCC (tri-n-butylamine), C(C)#N (acetonitrile), C(CCC)N(CCCC)CCCC (tri-n-butylamine), F[C@H]1CC(O[C@@H]1COC(C1=CC=C(C=C1)C1=CC=CC=C1)=O)Cl (2,3-dideoxy-3-fluoro-5-O-(4-phenylbenzoyl)-D-erythropentofuranosyl chloride). Solvent: O (water). Product: C1(CCCCC1)NC1CCCCC1 (dicyclohexylamine), compound ( 29 ). Reaction SMILES: P(=O)(O)(O)O.C([N:10]([CH2:15][CH2:16][CH2:17][CH3:18])[CH2:11][CH2:12][CH2:13][CH3:14])CCC.[C:19](#N)[CH3:20].F[C@@H:23]1[C@@H](COC(=O)C2C=CC(C3C=CC=CC=3)=CC=2)OC(Cl)[CH2:24]1>O>[CH:15]1([NH:10][CH:11]2[CH2:12][CH2:13][CH2:14][CH2:20][CH2:19]2)[CH2:16][CH2:17][CH2:18][CH2:24][CH2:23]1. Procedure details: Seventy mg of molecular sieves 4A was added to a stirred mixture of 62 mg of orthophosphoric acid, 52 μL of tri-n-butylamine and 0.7 mL of acetonitrile at room temperature, and the mixture was stirred in an ice-bath. To the mixture was added 70 mg of 2,3-dideoxy-3-fluoro-5-O-(4-phenylbenzoyl)-D-erythropentofuranosyl chloride, and the mixture was reacted at the same temperature for 1 day. Then, to the mixture were added 156 μL of tri-n-butylamine and then deionized water. The mixture was extracte... The reactants are ClC1=CC=C(C(=O)N(C)[C@@H]2CC[C@H](CC2)C2=CC=C(C=C2)CNC)C=C1 (trans-N-(4-chlorobenzoyl)-N-methyl-4-(4-methylaminomethylphenyl)cyclohexylamine), ClCC(=O)N (chloroacetamide). Yields the product NC(=O)CC1=CC(=C(C=C1)[C@@H]1CC[C@H](CC1)N(C)C(C1=CC=C(C=C1)Cl)=O)CNC (trans-4-(4-aminocarbonylmethyl-methylaminomethyl-phenyl)-N-(4-chlorobenzoyl)-N-methylcyclohexylamine). As a reaction SMILES: [Cl:1][C:2]1[CH:26]=[CH:25][C:5]([C:6]([N:8]([C@H:10]2[CH2:15][CH2:14][C@H:13](C3C=CC(CNC)=CC=3)[CH2:12][CH2:11]2)[CH3:9])=[O:7])=[CH:4][CH:3]=1.Cl[CH2:28][C:29]([NH2:31])=[O:30]>>[NH2:31][C:29]([CH2:28][C:3]1[CH:2]=[CH:26][C:25]([C@H:13]2[CH2:14][CH2:15][C@H:10]([N:8]([C:6](=[O:7])[C:5]3[CH:25]=[CH:26][C:2]([Cl:1])=[CH:3][CH:4]=3)[CH3:9])[CH2:11][CH2:12]2)=[C:5]([CH2:6][NH:8][CH3:9])[CH:4]=1)=[O:30]. Reported procedure: from trans-N-(4-chlorobenzoyl)-N-methyl-4-(4-methylaminomethylphenyl)cyclohexylamine and chloroacetamide. Melting point: 138°-140° C. The reactants are COC(=O)C=1N(C(C2=CC=C(C=C2C1C1=CC=C(C=C1)C=O)Cl)=O)CC1=CC=CC=C1 (2-benzyl-6-chloro-4-(4-formylphenyl)-1-oxo-1,2-dihydroisoquinoline-3-carboxylic acid methyl ester), CO (methanol), [BH4-].[Na+] (sodium borohydride). Run in C1CCOC1 (THF). Yields the product COC(=O)C=1N(C(C2=CC=C(C=C2C1C1=CC=C(C=C1)CO)Cl)=O)CC1=CC=CC=C1 (2-benzyl-6-chloro-4-(4-hydroxymethylphenyl)-1-oxo-1,2-dihydroisoquinoline-3-carboxylic acid methyl ester). Yield: 45.2%. Reaction SMILES: [CH3:1][O:2][C:3]([C:5]1[N:6]([CH2:25][C:26]2[CH:31]=[CH:30][CH:29]=[CH:28][CH:27]=2)[C:7](=[O:24])[C:8]2[C:13]([C:14]=1[C:15]1[CH:20]=[CH:19][C:18]([CH:21]=[O:22])=[CH:17][CH:16]=1)=[CH:12][C:11]([Cl:23])=[CH:10][CH:9]=2)=[O:4].CO.[BH4-].[Na+]>C1COCC1>[CH3:1][O:2][C:3]([C:5]1[N:6]([CH2:25][C:26]2[CH:31]=[CH:30][CH:29]=[CH:28][CH:27]=2)[C:7](=[O:24])[C:8]2[C:13]([C:14]=1[C:15]1[CH:20]=[CH:19][C:18]([CH2:21][OH:22])=[CH:17][CH:16]=1)=[CH:12][C:11]([Cl:23])=[CH:10][CH:9]=2)=[O:4] |f:2.3|. Procedure: To a mixture of 2-benzyl-6-chloro-4-(4-formylphenyl)-1-oxo-1,2-dihydroisoquinoline-3-carboxylic acid methyl ester (66 mg), methanol (1.0 ml) and THF (1.0 ml) was added sodium borohydride (6 mg) at 0° C. with stirring, and the mixture was stirred for 1 hr. The reaction mixture was concentrated, and the residue was partitioned between 1N hydrochloric acid and ethyl acetate. The organic layer was dried over magnesium sulfate and concentrated. The residue was purified by preparative HPLC to give the...